From a dataset of the Open Reaction Database (ORD), a public repository of structured organic reaction records. describe an organic reaction: reactants, conditions, products, and yield Reactants: C1(CC1)C1=NN(C2=CC=CC(=C12)[N+](=O)[O-])CC=1N=C(OC1)C (4-((3-cyclopropyl-4-nitro-1H-indazol-1-yl)methyl)-2-methyloxazole), [Cl-].[NH4+] (ammonium chloride). Reagents/catalysts: [Fe] (iron). Run in CCO.O (EtOH H2O), ClCCl (dichloromethane). The product is C1(CC1)C1=NN(C=2C=CC=C(C12)N)CC=1N=C(OC1)C (3-cyclopropyl-1-((2-methyloxazol-4-yl)methyl)-1H-indazol-4-amine). Isolated yield 76.8%. As a reaction SMILES: [CH:1]1([C:4]2[C:12]3[C:7](=[CH:8][CH:9]=[CH:10][C:11]=3[N+:13]([O-])=O)[N:6]([CH2:16][C:17]3[N:18]=[C:19]([CH3:22])[O:20][CH:21]=3)[N:5]=2)[CH2:3][CH2:2]1.[Cl-].[NH4+]>CCO.O.ClCCl.[Fe]>[CH:1]1([C:4]2[C:12]3[C:11]([NH2:13])=[CH:10][CH:9]=[CH:8][C:7]=3[N:6]([CH2:16][C:17]3[N:18]=[C:19]([CH3:22])[O:20][CH:21]=3)[N:5]=2)[CH2:2][CH2:3]1 |f:1.2,3.4|. Procedure details: To a suspension of 4-((3-cyclopropyl-4-nitro-1H-indazol-1-yl)methyl)-2-methyloxazole (88 mg, 0.295 mmol) in EtOH/H2O (4:1; 2 mL) was added iron powder (0.33 g, 5.9 mmol) and ammonium chloride (15.8 mg, 0.295 mmol). The reaction mixture was heated at reflux for three hours. The reaction mixture was cooled to ambient temperature, diluted with excess dichloromethane, and the resulting suspension was dried over anhydrous sodium sulfate. The solids were removed by filtration and the filtrate was conc... Starting materials: [H-].[Na+] (sodium hydride), BrCC1=CC=C(C#N)C=C1 (4-(bromomethyl)-benzonitrile), CN(NC(=O)OCC1=CC=CC=C1)C(=O)OCC1=CC=CC=C1 (1-methyl-1,2-dicarbobenzoxy-hydrazine), [H][H] (hydrogen). The solvent is CN(C=O)C (dimethylformamide), CN(C=O)C (dimethylformamide), CN(C=O)C (dimethylformamide). The product is CN(N(C(=O)OCC1=CC=CC=C1)CC1=CC=C(C#N)C=C1)C(=O)OCC1=CC=CC=C1 (4-[(2-methyl-1,2-dicarbobenzoxy-hydrazino)-methyl]-benzonitrile). As a reaction SMILES: [H-].[Na+].[CH3:3][N:4]([C:16]([O:18][CH2:19][C:20]1[CH:25]=[CH:24][CH:23]=[CH:22][CH:21]=1)=[O:17])[NH:5][C:6]([O:8][CH2:9][C:10]1[CH:15]=[CH:14][CH:13]=[CH:12][CH:11]=1)=[O:7].[H][H].Br[CH2:29][C:30]1[CH:37]=[CH:36][C:33]([C:34]#[N:35])=[CH:32][CH:31]=1>CN(C)C=O>[CH3:3][N:4]([C:16]([O:18][CH2:19][C:20]1[CH:25]=[CH:24][CH:23]=[CH:22][CH:21]=1)=[O:17])[N:5]([CH2:29][C:30]1[CH:37]=[CH:36][C:33]([C:34]#[N:35])=[CH:32][CH:31]=1)[C:6]([O:8][CH2:9][C:10]1[CH:15]=[CH:14][CH:13]=[CH:12][CH:11]=1)=[O:7] |f:0.1|. Reported procedure: A suspension of 21.5 g. of sodium hydride in 80 ml. of dimethylformamide was added slowly, while stirring to a solution of 281 g. of 1-methyl-1,2-dicarbobenzoxy-hydrazine in 300 ml. of dimethylformamide. After the evolution of hydrogen had subsided, there was added to the reaction mixture a solution of 167 g. of 4-(bromomethyl)-benzonitrile in 200 ml. of dimethylformamide and the mixture was then heated for 1 hour at 80°. The solvent was then almost completely distilled off in vacuo, the residue...